From a dataset of the Open Reaction Database (ORD), a public repository of structured organic reaction records. describe an organic reaction: reactants, conditions, products, and yield Reactants: CI (methyl iodide), ClC=1C=C2C(=NC1)N(C=C2C2=NC=C(C(=N2)NC2CC(CCC2)O)F)S(=O)(=O)C2=CC=C(C=C2)C (3-[[2-[5-chloro-1-(p-tolylsulfonyl)pyrrolo[2,3-b]pyridin-3-yl]-5-fluoro-pyrimidin-4-yl]amino]-cyclohexanol), ClC=1C=C2C(=NC1)N(C=C2C2=NC=C(C(=N2)NC2(CCCCC2)O)F)S(=O)(=O)C2=CC=C(C)C=C2 ((2-(5-chloro-1-tosyl-1H-pyrrolo[2,3-b]pyridin-3-yl)-5-fluoropyrimidin-4-ylamino)cyclohexanol), S(=O)(=O)([O-])[O-].[Ca+2] (calcium sulfate). Reagents/catalysts: [Ag]=O (silver oxide). Run at time 18 hour. Product: ClC=1C=C2C(=NC1)N(C=C2C2=NC=C(C(=N2)N[C@@H]2CC(CCC2)OC)F)S(=O)(=O)C2=CC=C(C)C=C2 (2-(5-chloro-1-tosyl-1H-pyrrolo[2,3-b]pyridin-3-yl)-5-fluoro-N-((1S)-3-methoxycyclohexyl)pyrimidin-4-amine). As a reaction SMILES: CI.[Cl:3][C:4]1[CH:5]=[C:6]2[C:12]([C:13]3[N:18]=[C:17]([NH:19][CH:20]4[CH2:25][CH2:24][CH2:23][CH:22]([OH:26])[CH2:21]4)[C:16]([F:27])=[CH:15][N:14]=3)=[CH:11][N:10]([S:28]([C:31]3[CH:36]=[CH:35][C:34]([CH3:37])=[CH:33][CH:32]=3)(=[O:30])=[O:29])[C:7]2=[N:8][CH:9]=1.Cl[C:39]1C=C2C(C3N=C(NC4(O)CCCCC4)C(F)=CN=3)=CN(S(C3C=CC(C)=CC=3)(=O)=O)C2=NC=1.S([O-])([O-])(=O)=O.[Ca+2]>[Ag]=O>[Cl:3][C:4]1[CH:5]=[C:6]2[C:12]([C:13]3[N:18]=[C:17]([NH:19][C@H:20]4[CH2:25][CH2:24][CH2:23][CH:22]([O:26][CH3:39])[CH2:21]4)[C:16]([F:27])=[CH:15][N:14]=3)=[CH:11][N:10]([S:28]([C:31]3[CH:32]=[CH:33][C:34]([CH3:37])=[CH:35][CH:36]=3)(=[O:30])=[O:29])[C:7]2=[N:8][CH:9]=1 |f:3.4|. Procedure: To a suspension of methyl iodide (0.20 g, 0.41 mmol) and 3-[[2-[5-chloro-1-(p-tolylsulfonyl)pyrrolo[2,3-b]pyridin-3-yl]-5-fluoro-pyrimidin-4-yl]amino]-cyclohexanol, 27a, (0.47 g, 2.04 mmol) was added silver oxide (0.578 g, 4.07 mmol and calcium sulfate (0.28 g, 2.04 (mmol). The reaction mixture was stirred at room temperature for 18 h. The mixture was filtered through celite and the resulting filtrate was concentrated in vacuo. The resulting crude mixture was purified by silica gel chromatograph... The reactants are S1C(=CC=C1)C(C(=O)OC)NC(CNC(=O)OC(C)(C)C)=O (methyl 2-thienyl-N-(tert.-butoxycarbonylaminoacetyl)aminoacetate), C(=O)O (formic acid). The solvent is C1(=CC=CC=C1)C (toluene), C(CCC)O (butanol). Conditions: time 15 hour. The product is S1C(=CC=C1)C1C(NCC(N1)=O)=O (3-(2-Thienyl)piperazine-2,5-dione). Reaction SMILES: [S:1]1[CH:5]=[CH:4][CH:3]=[C:2]1[CH:6]([NH:11][C:12](=[O:22])[CH2:13][NH:14][C:15](OC(C)(C)C)=[O:16])C(OC)=O.C(O)=O>C1(C)C=CC=CC=1.C(O)CCC>[S:1]1[CH:5]=[CH:4][CH:3]=[C:2]1[CH:6]1[NH:11][C:12](=[O:22])[CH2:13][NH:14][C:15]1=[O:16]. Procedure: A mixture of 6.4 g of methyl 2-thienyl-N-(tert.-butoxycarbonylaminoacetyl)aminoacetate and 200 ml of formic acid is stirred at room temperature for 15 h. The volatile fractions are stripped off in vacuo, and the residue is heated to boiling in a mixture of 80 ml of toluene and 300 ml of butanol under reflux for 3 h. The solvents are then removed in a rotary evaporator, and the residue is recrystallized from methanol.